From a dataset of the Open Reaction Database (ORD), a public repository of structured organic reaction records. describe an organic reaction: reactants, conditions, products, and yield Starting materials: 50-100, [H-].[Al+3].[Li+].[H-].[H-].[H-] (lithium aluminum hydride), O1CCCC1 (tetrahydrofuran), (-)-biscarbamate, Compound VI, O1CCCC1 (tetrahydrofuran), C(=O)([O-])C(O)C(O)C(=O)[O-].[Na+].[K+] (potassium sodium tartrate), [H][H] (hydrogen), S(=O)(=O)([O-])[O-].[Na+].[Na+] (sodium sulfate). Product: OCC[C@@H]1[C@@H](CC=C1)O ((-)-cis-2-(2'-Hydroxyethyl)-cyclopent-3-enol). Reaction SMILES: [H-].[Al+3].[Li+].[H-].[H-].[H-].[C:7]([CH:10]([CH:12]([C:14]([O-:16])=O)O)O)([O-:9])=O.[Na+].[K+].[H][H].S([O-])([O-])(=O)=O.[Na+].[Na+].O1C[CH2:31][CH2:30][CH2:29]1>>[OH:16][CH2:14][CH2:12][C@H:10]1[CH:29]=[CH:30][CH2:31][C@H:7]1[OH:9] |f:0.1.2.3.4.5,6.7.8,10.11.12|. Procedure: A solution of 2.2 g of the (-)-biscarbamate (Compound VI) in 25 ml of tetrahydrofuran was added at reflux to a suspension of 540 mg of lithium aluminum hydride in 75 ml of tetrahydrofuran and the mixture was stirred and refluxed for 2 hrs. It was then cooled and saturated aqueous potassium sodium tartrate was added dropwise until no further hydrogen was evolved. Excess anhydrous sodium sulfate was added, the suspension was filtered and the filter thoroughly rinsed with tetrahydrofuran. The solve... The reactants are O.NN (hydrazine hydrate), ClC1=C(C=CC=C1)C(C1=C(C=CC(=C1)C(F)(F)F)N1C(=NN=C1CN1C(C=2C(C1=O)=CC=CC2)=O)CN2CCCCC2)=O (2'-chloro-5-trifluoromethyl-2-[3-(piperidinomethyl)-5-(phthalimidomethyl)-4H-1,2,4-triazol-4-yl]benzophenone). Run in C(C)O (ethanol). Product: FC(C=1C=CC2=C(C(=NCC=3N2C(=NN3)CN3CCCCC3)C3=C(C=CC=C3)Cl)C1)(F)F (8-trifluoromethyl-1-(piperidinomethyl)-6-(o-chlorophenyl)-4H-s-triazolo[4,3-a][1,4]-benzodiazepine). RXN SMILES: [Cl:1][C:2]1[CH:7]=[CH:6][CH:5]=[CH:4][C:3]=1[C:8](=O)[C:9]1[CH:14]=[C:13]([C:15]([F:18])([F:17])[F:16])[CH:12]=[CH:11][C:10]=1[N:19]1[C:23]([CH2:24][N:25]2[C:29](=O)[C:28]3=[CH:31]C=CC=[C:27]3[C:26]2=O)=[N:22][N:21]=[C:20]1[CH2:36][N:37]1CCCCC1.O.NN>C(O)C>[F:18][C:15]([F:17])([F:16])[C:13]1[CH:12]=[CH:11][C:10]2[N:19]3[C:23]([CH2:24][N:25]4[CH2:29][CH2:31][CH2:28][CH2:27][CH2:26]4)=[N:22][N:21]=[C:20]3[CH2:36][N:37]=[C:8]([C:3]3[CH:4]=[CH:5][CH:6]=[CH:7][C:2]=3[Cl:1])[C:9]=2[CH:14]=1 |f:1.2|. Procedure: In the manner given in Example 27, 2'-chloro-5-trifluoromethyl-2-[3-(piperidinomethyl)-5-(phthalimidomethyl)-4H-1,2,4-triazol-4-yl]benzophenone is heated in ethanol with hydrazine hydrate to give 8-trifluoromethyl-1-(piperidinomethyl)-6-(o-chlorophenyl)-4H-s-triazolo[4,3-a][1,4]-benzodiazepine.